Dataset: the Open Reaction Database (ORD), a public repository of structured organic reaction records. Task: describe an organic reaction: reactants, conditions, products, and yield RXN SMILES: [CH3:1][C:2]1[C:7]([CH2:8][OH:9])=[C:6]([C:10]2[CH:15]=[CH:14][CH:13]=[CH:12][CH:11]=2)[C:5]([CH:16]=[CH:17][CH2:18][CH2:19][CH3:20])=[C:4]([CH3:21])[N:3]=1>C(OCC)(=O)C.CCCCCC>[CH3:1][C:2]1[C:7]([CH2:8][OH:9])=[C:6]([C:10]2[CH:15]=[CH:14][CH:13]=[CH:12][CH:11]=2)[C:5]([CH2:16][CH2:17][CH2:18][CH2:19][CH3:20])=[C:4]([CH3:21])[N:3]=1 |f:1.2|. Procedure details: The title compound was prepared from 2,6dimethyl-3-hydroxymethyl-4-phenyl-5-(1-pentenyl)pyridine (Example 3) according to the procedure described in Example 1, Step H. 1H NMR (300 MHz, CDCl3): δ7.42 (m, 3 H), 7.15 (m, 2 H), 4.33 (s, 2 H), 2.65 (s, 3 H), 2.56 (s, 3 H), 2.27 (m, 2 H), 1.29 (m, 2 H), 1.11 (m, 4 H), 0.76 (t, J =7 Hz, 3 H). EI-MS: calculated for (C19H25NO) 283, found 283 (M+). Anal. calculated for C19H25NO: C, 80.52; H, 8.89; N, 4.94. Found: C, 80.39; H, 8.85; N, 4.85. mp 99-100° C. ... Run in C(C)(=O)OCC.CCCCCC (ethyl acetate hexane). The reactants are CC1=NC(=C(C(=C1CO)C1=CC=CC=C1)C=CCCC)C (2,6Dimethyl-3-hydroxymethyl4-phenyl-5-(1-pentenyl)pyridine). Yields the product CC1=NC(=C(C(=C1CO)C1=CC=CC=C1)CCCCC)C (2,6-Dimethyl-3-hydroxymethyl-4phenyl-5pentylpyridine). The reactants are COC(=O)CCC\C=C/C[C@@H]1[C@@H](O[C@@H](OC1)C)CN1C(C=2C(C1=O)=CC=CC2)=O ((2R,4R,5S)-5-[(Z)-6-methoxycarbonyl-2-hexenyl]-2-methyl-4-phthalimidomethyl-1,3-dioxane), O.NN (hydrazine monohydrate). The solvent is C(C)O (ethanol). Run at time 8 hour. Product: NC[C@@H]1O[C@@H](OC[C@@H]1C\C=C/CCCC(=O)OC)C ((2R,4R,5S)-4-aminomethyl-5-[(Z)-6-methoxycarbonyl-2-hexenyl]-2-methyl-1,3-dioxane). Isolated yield 35.6%. Reaction SMILES: [CH3:1][O:2][C:3]([CH2:5][CH2:6][CH2:7]/[CH:8]=[CH:9]\[CH2:10][C@H:11]1[CH2:16][O:15][C@@H:14]([CH3:17])[O:13][C@H:12]1[CH2:18][N:19]1C(=O)C2=CC=CC=C2C1=O)=[O:4].O.NN>C(O)C>[NH2:19][CH2:18][C@H:12]1[C@@H:11]([CH2:10]/[CH:9]=[CH:8]\[CH2:7][CH2:6][CH2:5][C:3]([O:2][CH3:1])=[O:4])[CH2:16][O:15][C@@H:14]([CH3:17])[O:13]1 |f:1.2|. Procedure details: To a solution of (2R,4R,5S)-5-[(Z)-6-methoxycarbonyl-2-hexenyl]-2-methyl-4-phthalimidomethyl-1,3-dioxane (54 mg) in ethanol (2 ml) was added hydrazine monohydrate (0.007 ml) and the mixture was stirred at room temperature overnight. The solvent was evaporated in vacuo and the crude product was purified with preparative TLC (chloroform:methanol:conc.aqueous ammonia=85:15:0.1) to give (2R,4R,5S)-4-aminomethyl-5-[(Z)-6-methoxycarbonyl-2-hexenyl]-2-methyl-1,3-dioxane (13 mg). Starting materials: CC(C)(C)[O-], CI, CN(C)C=O, CCOC(C)=O, O=C(Cc1ccccc1F)C1CCN(Cc2ncc[nH]c2=O)CC1, [K+], O. The product is Cn1ccnc(CN2CCC(C(=O)Cc3ccccc3F)CC2)c1=O. As a reaction SMILES: [CH3:25][C:26]([CH3:27])([O-:28])[CH3:29].[CH3:31][I:32].[CH3:34][N:35]([CH3:36])[CH:37]=[O:38].[CH3:39][CH2:40][O:41][C:42](=[O:43])[CH3:44].[F:1][c:2]1[c:3]([CH2:8][C:9](=[O:10])[CH:11]2[CH2:12][CH2:13][N:14]([CH2:17][c:18]3[c:19](=[O:24])[nH:20][cH:21][cH:22][n:23]3)[CH2:15][CH2:16]2)[cH:4][cH:5][cH:6][cH:7]1.[K+:30].[OH2:33]>>[F:1][c:2]1[c:3]([CH2:8][C:9](=[O:10])[CH:11]2[CH2:12][CH2:13][N:14]([CH2:17][c:18]3[c:19](=[O:24])[n:20]([CH3:25])[cH:21][cH:22][n:23]3)[CH2:15][CH2:16]2)[cH:4][cH:5][cH:6][cH:7]1. The reactants are OC=1C=C(C=CC1)CCC(=O)O (3-(3-hydroxy-phenyl)-propionic acid), S(O)(O)(=O)=O (sulfuric acid), C(C)O (ethanol). Yields the product C(C)OC(CCC1=CC(=CC=C1)O)=O (3-(3-Hydroxy-phenyl)-propionic acid ethyl ester). Reaction SMILES: [OH:1][C:2]1[CH:3]=[C:4]([CH2:8][CH2:9][C:10]([OH:12])=[O:11])[CH:5]=[CH:6][CH:7]=1.S(=O)(=O)(O)O.[CH2:18](O)[CH3:19]>>[CH2:18]([O:11][C:10](=[O:12])[CH2:9][CH2:8][C:4]1[CH:5]=[CH:6][CH:7]=[C:2]([OH:1])[CH:3]=1)[CH3:19]. Procedure details: To a solution of commercially available 3-(3-hydroxy-phenyl)-propionic acid (25 g, 150.4 mmol) in ethanol (250 mL) was added concentrated sulfuric acid (3.0 mL). The solution was heated to reflux overnight. The solvent was removed in vacuo, and the resulting oil was diluted ethyl acetate and placed in a separatory funnel. The organic portion was extracted 2× with 5% NaHCO3 and once with brine. The solution was dried (MgSO4), filtered and concentrated to a dark tan oil (30 g). This material was c... The reactants are COC(=O)c1ccc(C(C)(C)C)c(Br)c1, [C-]#N, N#C[Cu], [Na+], CN(C)C=O. Yields the product COC(=O)c1ccc(C(C)(C)C)c(C#N)c1. As a reaction SMILES: [Br:1][c:2]1[cH:3][c:4]([C:5](=[O:6])[O:7][CH3:8])[cH:9][cH:10][c:11]1[C:12]([CH3:13])([CH3:14])[CH3:15].[C-:19]#[N:20].[Cu:16][C:17]#[N:18].[Na+:21].[O:22]=[CH:23][N:24]([CH3:25])[CH3:26]>>[c:2]1([C:17]#[N:18])[cH:3][c:4]([C:5](=[O:6])[O:7][CH3:8])[cH:9][cH:10][c:11]1[C:12]([CH3:13])([CH3:14])[CH3:15].